From a dataset of the Open Reaction Database (ORD), a public repository of structured organic reaction records. describe an organic reaction: reactants, conditions, products, and yield Starting materials: BrC1=C(C=2N(C=C1)C(N(N2)CC(C)C)=O)C2=CC=C(C=C2)C (7-bromo-2-isobutyl-8-p-tolyl-[1,2,4]triazolo[4,3-a]pyridin-3(2H)-one), COC1=CC=C(C=C1)B(O)O (4-methoxyphenylboronic acid), C(=O)([O-])[O-].[K+].[K+] (K2CO3). Reagents/catalysts: C=1C=CC(=CC1)[P](C=2C=CC=CC2)(C=3C=CC=CC3)[Pd]([P](C=4C=CC=CC4)(C=5C=CC=CC5)C=6C=CC=CC6)([P](C=7C=CC=CC7)(C=8C=CC=CC8)C=9C=CC=CC9)[P](C=1C=CC=CC1)(C=1C=CC=CC1)C=1C=CC=CC1 (tetrakis(triphenylphosphine)palladium). Solvent: O1CCOCC1 (dioxane), O (water). Reaction conditions: temperature 150 celsius. Product: C(C(C)C)N1N=C2N(C=CC(=C2C2=CC=C(C=C2)C)C2=CC=C(C=C2)OC)C1=O (2-isobutyl-7-(4-methoxyphenyl)-8-p-tolyl-[1,2,4]triazolo[4,3-a]pyridin-3(2H)-one). Yield: 90.3%. Reaction SMILES: Br[C:2]1[CH:7]=[CH:6][N:5]2[C:8](=[O:15])[N:9]([CH2:11][CH:12]([CH3:14])[CH3:13])[N:10]=[C:4]2[C:3]=1[C:16]1[CH:21]=[CH:20][C:19]([CH3:22])=[CH:18][CH:17]=1.[CH3:23][O:24][C:25]1[CH:30]=[CH:29][C:28](B(O)O)=[CH:27][CH:26]=1.C([O-])([O-])=O.[K+].[K+]>O1CCOCC1.O.C1C=CC([P]([Pd]([P](C2C=CC=CC=2)(C2C=CC=CC=2)C2C=CC=CC=2)([P](C2C=CC=CC=2)(C2C=CC=CC=2)C2C=CC=CC=2)[P](C2C=CC=CC=2)(C2C=CC=CC=2)C2C=CC=CC=2)(C2C=CC=CC=2)C2C=CC=CC=2)=CC=1>[CH2:11]([N:9]1[C:8](=[O:15])[N:5]2[CH:6]=[CH:7][C:2]([C:28]3[CH:29]=[CH:30][C:25]([O:24][CH3:23])=[CH:26][CH:27]=3)=[C:3]([C:16]3[CH:21]=[CH:20][C:19]([CH3:22])=[CH:18][CH:17]=3)[C:4]2=[N:10]1)[CH:12]([CH3:14])[CH3:13] |f:2.3.4,^1:50,52,71,90|. Reported procedure: To a stirring, degassed mixture of 7-bromo-2-isobutyl-8-p-tolyl-[1,2,4]triazolo[4,3-a]pyridin-3(2H)-one (0.015 g, 0.04 mmol), 4-methoxyphenylboronic acid (0.026 g, 0.17 mmol), and tetrakis(triphenylphosphine)palladium (2.5 mg, 0.002 mmol) in dioxane (0.3 mL) at 20° C. was added K2CO3 (0.024 g, 0.17 mmol) in water (0.11 mL). The resulting reaction mixture was heated in a microwave reactor at 150° C. for 10 min under argon. Analysis by HPLC/MS indicated that starting material had been consumed. Th... Starting materials: C(C)(=O)O[C@H]1CN([C@@H]([C@H]([C@@H]1OC(C)=O)OC(C)=O)COC(C)=O)C(=O)OCC1=CC=CC=C1 (2,3,4,6-tetra-O-acetyl-N-benzyloxycarbonyl-1,5-dideoxy-1,5-imino-D-glucitol), C[O-].[Na+] (sodium methoxide). The solvent is CO (methanol). Run at temperature 0 celsius, time 1 hour. Product: C(C1=CC=CC=C1)OC(=O)N1C[C@H](O)[C@@H](O)[C@H](O)[C@H]1CO (N-benzyloxycarbonyl-1,5-dideoxy-1,5-imino-D-glucitol). Yield: 85.1%. Reaction SMILES: C([O:4][C@@H:5]1[C@@H:10]([O:11]C(=O)C)[C@H:9]([O:15]C(=O)C)[C@@H:8]([CH2:19][O:20]C(=O)C)[N:7]([C:24]([O:26][CH2:27][C:28]2[CH:33]=[CH:32][CH:31]=[CH:30][CH:29]=2)=[O:25])[CH2:6]1)(=O)C.C[O-].[Na+]>CO>[CH2:27]([O:26][C:24]([N:7]1[C@H:8]([CH2:19][OH:20])[C@@H:9]([OH:15])[C@H:10]([OH:11])[C@@H:5]([OH:4])[CH2:6]1)=[O:25])[C:28]1[CH:33]=[CH:32][CH:31]=[CH:30][CH:29]=1 |f:1.2|. Procedure details: Compound (2) (9.13 g) was dissolved in methanol (100 ml). To this solution, sodium methoxide was added at 0° C. until the pH became almost 12, followed by stirring at 0° C. for 1 hour. After completion of the reaction, the solution was neutralized with ion exchange resin Amberlite IR-120 (H+). The resin was filtered out and washed with methanol. The filtrate was combined with washings, followed by concentration under reduced pressure. The resulting residue was subjected to column chromatography ... Starting materials: N1(CCOCC1)C(=O)N=C=S (4-Morpholinecarbonyl isothiocyanate), N1(CCOCC1)C(=O)Cl (4-morpholinecarbonyl chloride), ClC=1C=C(N)C=CC1OC1=CC=NC2=CC(=C(C=C12)OC)OC (3-Chloro-4-[(6,7-dimethoxy-4-quinolyl)oxy]aniline), C1(=CC=CC=C1)C (toluene). Solvent: C(C)O (ethanol), C(C)O (ethanol). Reaction conditions: time 2 hour. Yields the product N1(CCOCC1)C(=O)N=C=S (4-Morpholinecarbonyl isothiocyanate), ClC=1C=C(C=CC1OC1=CC=NC2=CC(=C(C=C12)OC)OC)NC(=S)NC(=O)N1CCOCC1 (N-{3-Chloro-4-[(6,7-dimethoxy-4-quinolyl)oxy]phenyl}-N′-morpholinocarbonylthiourea). Isolated yield 52.0%. Reaction SMILES: N1(C(Cl)=O)CCOCC1.[N:10]1([C:16]([N:18]=[C:19]=[S:20])=[O:17])[CH2:15][CH2:14][O:13][CH2:12][CH2:11]1.[Cl:21][C:22]1[CH:23]=[C:24]([CH:26]=[CH:27][C:28]=1[O:29][C:30]1[C:39]2[C:34](=[CH:35][C:36]([O:42][CH3:43])=[C:37]([O:40][CH3:41])[CH:38]=2)[N:33]=[CH:32][CH:31]=1)[NH2:25].C1(C)C=CC=CC=1>C(O)C>[N:10]1([C:16]([N:18]=[C:19]=[S:20])=[O:17])[CH2:11][CH2:12][O:13][CH2:14][CH2:15]1.[Cl:21][C:22]1[CH:23]=[C:24]([NH:25][C:19]([NH:18][C:16]([N:10]2[CH2:11][CH2:12][O:13][CH2:14][CH2:15]2)=[O:17])=[S:20])[CH:26]=[CH:27][C:28]=1[O:29][C:30]1[C:39]2[C:34](=[CH:35][C:36]([O:42][CH3:43])=[C:37]([O:40][CH3:41])[CH:38]=2)[N:33]=[CH:32][CH:31]=1. Procedure details: 4-Morpholinecarbonyl isothiocyanate was prepared using commercially available 4-morpholinecarbonyl chloride (80 mg) as a starting compound according to the description of the literature. 4-Morpholinecarbonyl isothiocyanate was dissolved in ethanol (1 ml) to prepare a solution. 3-Chloro-4-[(6,7-dimethoxy-4-quinolyl)oxy]aniline (50 mg), toluene (5 ml), and ethanol (1 ml) were added to the solution, and the mixture was stirred at room temperature for 2 hr. The reaction solution was concentrated, an... The reactants are C(C)OC(CC(C)(C1=CC=C(C=C1)OCC1=NC2=CC=CC=C2C=C1)C1=CC=C(C=C1)OCC1=NC2=CC=CC=C2C=C1)=O (3,3-bis(4-(2-quinolylmethoxy)phenyl)-butanoic acid ethyl ester), [OH-].[Na+] (NaOH), [H-].[H-].[H-].[H-].[Li+].[Al+3] (LiAlH4), O (water). Run in C1CCOC1 (THF), C1CCOC1 (THF). Run at time 2 hour. Product: N1=C(C=CC2=CC=CC=C12)COC1=CC=C(C=C1)C(CCO)(C)C1=CC=C(C=C1)OCC1=NC2=CC=CC=C2C=C1 (3,3-bis(4-(2-quinolylmethoxy)phenyl)butan-1-ol). Isolated yield 80.7%. Reaction SMILES: C([O:3][C:4](=O)[CH2:5][C:6]([C:26]1[CH:31]=[CH:30][C:29]([O:32][CH2:33][C:34]2[CH:43]=[CH:42][C:41]3[C:36](=[CH:37][CH:38]=[CH:39][CH:40]=3)[N:35]=2)=[CH:28][CH:27]=1)([C:8]1[CH:13]=[CH:12][C:11]([O:14][CH2:15][C:16]2[CH:25]=[CH:24][C:23]3[C:18](=[CH:19][CH:20]=[CH:21][CH:22]=3)[N:17]=2)=[CH:10][CH:9]=1)[CH3:7])C.[H-].[H-].[H-].[H-].[Li+].[Al+3].O.[OH-].[Na+]>C1COCC1>[N:17]1[C:18]2[C:23](=[CH:22][CH:21]=[CH:20][CH:19]=2)[CH:24]=[CH:25][C:16]=1[CH2:15][O:14][C:11]1[CH:12]=[CH:13][C:8]([C:6]([C:26]2[CH:31]=[CH:30][C:29]([O:32][CH2:33][C:34]3[CH:43]=[CH:42][C:41]4[C:36](=[CH:37][CH:38]=[CH:39][CH:40]=4)[N:35]=3)=[CH:28][CH:27]=2)([CH3:7])[CH2:5][CH2:4][OH:3])=[CH:9][CH:10]=1 |f:1.2.3.4.5.6,8.9|. Procedure details: To a 0° C. solution in THF (40 mL) of 3,3-bis(4-(2-quinolylmethoxy)phenyl)-butanoic acid ethyl ester (3.2 g , 5.5 mmol), prepared as in Example 13, was added slowly a solution of LiAlH4 (1.0M, 6 mL, 6.0 mmol). The mixture was stirred for 2 hours and water (15 mL) was added slowly followed by aqueous 1N NaOH. The reaction mixture was diluted with THF (20 mL) and the mixture was filtered through a celite pad. The filtrate was extracted with ether and the organic extract was washed with water and b... Starting materials: [Na] (sodium), COC1=C(C#N)C(=CC(=C1)OC)OC (2,4,6-trimethoxybenzonitrile), Cl.NO (hydroxylamine hydrochloride), CC[O-].[Na+] (NaOC2H5). Yields the product COC1=C(C(N)=NO)C(=CC(=C1)OC)OC (2,4,6-Trimethoxybenzamidoxime). Reported procedure: To a suspension of 13.8 g of hydroxylamine hydrochloride in 100 ml of ethanol is added, at a temperature in the region of 15° C., a solution of NaOC2H5 prepared by dissolving 4.3 g of sodium in 100 ml of ethanol. 12 g of 2,4,6-trimethoxybenzonitrile are introduced into the medium, followed by heating at reflux for 41 h before evaporating to dryness. The crystals are washed with water and with dichloromethane. The solvent is C(C)O (ethanol), C(C)O (ethanol). RXN SMILES: Cl.[NH2:2][OH:3].CC[O-].[Na+].[Na].[CH3:9][O:10][C:11]1[CH:18]=[C:17]([O:19][CH3:20])[CH:16]=[C:15]([O:21][CH3:22])[C:12]=1[C:13]#[N:14]>C(O)C>[CH3:22][O:21][C:15]1[CH:16]=[C:17]([O:19][CH3:20])[CH:18]=[C:11]([O:10][CH3:9])[C:12]=1[C:13](=[N:2][OH:3])[NH2:14] |f:0.1,2.3,^1:7|. Starting materials: C([O-])([O-])=O.[Na+].[Na+] (sodium carbonate), ClCCl (dichloromethane), BrC=1C=C2C(=NN(C2=CC1)COCC[Si](C)(C)C)NC1=NC2=C(N1[C@@H]1CC[C@H](CC1)O[Si](C)(C)C(C)(C)C)C=CC(=C2)C(=O)OCC (Ethyl 2-(5-bromo-1-((2-(trimethylsilyl)ethoxy)methyl)-1H-indazol-3-ylamino)-1-(trans-4-(tert-butyldimethylsilyloxy)cyclohexyl)-1H-benzo[d]imidazole-5-carboxylate), 4-methoxypyridin-3-yl-3-boronic acid, O1CCOCC1 (1,4-dioxane). Reagents/catalysts: C1=CC=C(C=C1)P([C-]2C=CC=C2)C3=CC=CC=C3.C1=CC=C(C=C1)P([C-]2C=CC=C2)C3=CC=CC=C3.Cl[Pd]Cl.[Fe+2] ([1,1′-bis(diphenylphosphino)-ferrocene]dichloropalladium(II)). The solvent is O (water), C(C)(=O)OCC (ethyl acetate). Reaction conditions: temperature 90 celsius, time 20 minute. The product is O[C@@H]1CC[C@H](CC1)N1C(=NC2=C1C=CC(=C2)C(=O)OCC)NC2=NNC1=CC=C(C=C21)C=2C=NC=CC2OC (Ethyl 1-(trans-4-hydroxycyclohexyl)-2-(5-(4-methoxypyridin-3-yl)-1H-indazol-3-ylamino)-1H-benzo[d]imidazole-5-carboxylate). Yield: 178.3%. RXN SMILES: Br[C:2]1[CH:3]=[C:4]2[C:8](=[CH:9][CH:10]=1)[N:7](COCC[Si](C)(C)C)[N:6]=[C:5]2[NH:19][C:20]1[N:24]([C@H:25]2[CH2:30][CH2:29][C@H:28]([O:31][Si](C(C)(C)C)(C)C)[CH2:27][CH2:26]2)[C:23]2[CH:39]=[CH:40][C:41]([C:43]([O:45][CH2:46][CH3:47])=[O:44])=[CH:42][C:22]=2[N:21]=1.O1[CH2:53][CH2:52][O:51][CH2:50]C1.C(=O)([O-])[O-].[Na+].[Na+].ClCCl>O.C(OCC)(=O)C.C1C=CC(P(C2C=CC=CC=2)[C-]2C=CC=C2)=CC=1.C1C=CC(P(C2C=CC=CC=2)[C-]2C=CC=C2)=CC=1.Cl[Pd]Cl.[Fe+2]>[OH:31][C@H:28]1[CH2:29][CH2:30][C@H:25]([N:24]2[C:23]3[CH:39]=[CH:40][C:41]([C:43]([O:45][CH2:46][CH3:47])=[O:44])=[CH:42][C:22]=3[N:21]=[C:20]2[NH:19][C:5]2[C:4]3[C:8](=[CH:9][CH:10]=[C:2]([C:4]4[CH:5]=[N:19][CH:20]=[CH:53][C:52]=4[O:51][CH3:50])[CH:3]=3)[NH:7][N:6]=2)[CH2:26][CH2:27]1 |f:2.3.4,8.9.10.11|. Reported procedure: Ethyl 2-(5-bromo-1-((2-(trimethylsilyl)ethoxy)methyl)-1H-indazol-3-ylamino)-1-(trans-4-(tert-butyldimethylsilyloxy)cyclohexyl)-1H-benzo[d]imidazole-5-carboxylate (90.1 mg, 0.000121 mol) and 4-methoxypyridin-3-yl-3-boronic acid (22 mg, 0.00014 mol) were added to a 20 mL vial and dissolved in 1,4-dioxane (2 mL, 0.02 mol). To the reaction mixture was added 2 M sodium carbonate in water (0.3 mL) followed by the addition of [1,1′-bis(diphenylphosphino)-ferrocene]dichloropalladium(II), complexed with ... Starting materials: BrC=1C=CC2=C(N(C[C@H](C=3N2C(=NN3)C)C)C3=NC=C(C=C3)Cl)C1 ((R)-8-bromo-6-(5-chloropyridin-2-yl)-1,4-dimethyl-5,6-dihydro-4H-benzo[b][1,2,4]triazolo[4,3-d][1,4]diazepine), CC1(OB(OC1(C)C)C=1C=CC(NC1)=O)C (5-(4,4,5,5-tetramethyl-1,3,2-dioxaborolan-2-yl)pyridin-2(1H)-one), C([O-])([O-])=O.[Cs+].[Cs+] (Cesium carbonate). The reagents and catalysts are C=1C=CC(=CC1)[P](C=2C=CC=CC2)(C=3C=CC=CC3)[Pd]([P](C=4C=CC=CC4)(C=5C=CC=CC5)C=6C=CC=CC6)([P](C=7C=CC=CC7)(C=8C=CC=CC8)C=9C=CC=CC9)[P](C=1C=CC=CC1)(C=1C=CC=CC1)C=1C=CC=CC1 (Tetrakis(triphenylphosphine)palladium(0)). Run in O1CCOCC1.O (1,4-dioxane H2O). Run at temperature 130 celsius, time 0.5 hour. The product is ClC=1C=CC(=NC1)N1C2=C(N3C([C@@H](C1)C)=NN=C3C)C=CC(=C2)C=2C=CC(NC2)=O ((R)-5-(6-(5-chloropyridin-2-yl)-1,4-dimethyl-5,6-dihydro-4H-benzo[b][1,2,4]triazolo[4,3-d][1,4]diazepin-8-yl)pyridin-2(1H)-one). Yield: 29.8%. Reaction SMILES: Br[C:2]1[CH:3]=[CH:4][C:5]2[N:11]3[C:12]([CH3:15])=[N:13][N:14]=[C:10]3[C@H:9]([CH3:16])[CH2:8][N:7]([C:17]3[CH:22]=[CH:21][C:20]([Cl:23])=[CH:19][N:18]=3)[C:6]=2[CH:24]=1.CC1(C)C(C)(C)OB([C:33]2[CH:34]=[CH:35][C:36](=[O:39])[NH:37][CH:38]=2)O1.C(=O)([O-])[O-].[Cs+].[Cs+]>O1CCOCC1.O.C1C=CC([P]([Pd]([P](C2C=CC=CC=2)(C2C=CC=CC=2)C2C=CC=CC=2)([P](C2C=CC=CC=2)(C2C=CC=CC=2)C2C=CC=CC=2)[P](C2C=CC=CC=2)(C2C=CC=CC=2)C2C=CC=CC=2)(C2C=CC=CC=2)C2C=CC=CC=2)=CC=1>[Cl:23][C:20]1[CH:21]=[CH:22][C:17]([N:7]2[CH2:8][C@@H:9]([CH3:16])[C:10]3=[N:14][N:13]=[C:12]([CH3:15])[N:11]3[C:5]3[CH:4]=[CH:3][C:2]([C:33]4[CH:34]=[CH:35][C:36](=[O:39])[NH:37][CH:38]=4)=[CH:24][C:6]2=3)=[N:18][CH:19]=1 |f:2.3.4,5.6,^1:57,59,78,97|. Reported procedure: To a solution of (R)-8-bromo-6-(5-chloropyridin-2-yl)-1,4-dimethyl-5,6-dihydro-4H-benzo[b][1,2,4]triazolo[4,3-d][1,4]diazepine (100 mg, 0.24 mmol) in 1,4-dioxane/H2O (10:1, 2 mL) was added 5-(4,4,5,5-tetramethyl-1,3,2-dioxaborolan-2-yl)pyridin-2(1H)-one (65 mg, 0.29 mmol), Cesium carbonate (156 mg, 0.48 mmol) and Tetrakis(triphenylphosphine)palladium(0) (18.4 mg, 0.025 mmol). The mixture was purged with N2 and stirred in the microwave at 130° C. for 0.5 hr. After filtration, concentrated in vacu... Reactants: O.[OH-].[Li+] (lithium hydroxide monohydrate), C1(=CC=CC=C1)C1=NC=C(C=N1)C=1SC=C(N1)C(=O)OC(C)(C)C (tert-butyl 2-(2-phenylpyrimidin-5-yl)thiazole-4-carboxylate). Solvent: CN(C)C=O (DMF), C(C)O (ethanol), O (water). Run at time 18 hour. Yields the product C1(=CC=CC=C1)C1=NC=C(C=N1)C=1SC=C(N1)C(=O)O (2-(2-Phenylpyrimidin-5-yl)thiazole-4-carboxylic acid). Isolated yield 43.7%. As a reaction SMILES: O.[OH-].[Li+].[C:4]1([C:10]2[N:15]=[CH:14][C:13]([C:16]3[S:17][CH:18]=[C:19]([C:21]([O:23]C(C)(C)C)=[O:22])[N:20]=3)=[CH:12][N:11]=2)[CH:9]=[CH:8][CH:7]=[CH:6][CH:5]=1>C(O)C.O.CN(C=O)C>[C:4]1([C:10]2[N:15]=[CH:14][C:13]([C:16]3[S:17][CH:18]=[C:19]([C:21]([OH:23])=[O:22])[N:20]=3)=[CH:12][N:11]=2)[CH:5]=[CH:6][CH:7]=[CH:8][CH:9]=1 |f:0.1.2|. Procedure: To a solution consisting of lithium hydroxide monohydrate (0.38 g, 9.0 mmol) dissolved in ethanol (20 mL)/water (10 mL) was added tert-butyl 2-(2-phenylpyrimidin-5-yl)thiazole-4-carboxylate (Example 62, 705 mg, 3.0 mmol) in dry DMF (11 mL) and the mixture stirred at room temperature for 18 hours. Ethanol was removed under reduced pressure and the solution diluted with water and subsequently extracted with diethyl ether (2×30 mL). The aqueous phase was acidified with 2 N hydrochloric acid to pH2.... Starting materials: C(C)OC([C@H](CC1=CC=C(C=C1)OCCCOC1=CC=C(C=C1)O)OC)=O ((2S)-3-{4-[3-(4-hydroxy-phenoxy)-propoxy]-phenyl}-2-methoxy-propionic acid ethyl ester), BrC(=C)C (2-bromopropene). The product is C(C)(C)OC1=CC=C(OCCCOC2=CC=C(C=C2)C[C@@H](C(=O)O)OC)C=C1 ((2S)-3-{4-[3-(4-Isopropoxy-phenoxy)-propoxy]-phenyl}-2-methoxy-propionic acid). Reaction SMILES: C([O:3][C:4](=[O:27])[C@@H:5]([O:25][CH3:26])[CH2:6][C:7]1[CH:12]=[CH:11][C:10]([O:13][CH2:14][CH2:15][CH2:16][O:17][C:18]2[CH:23]=[CH:22][C:21]([OH:24])=[CH:20][CH:19]=2)=[CH:9][CH:8]=1)C.Br[C:29]([CH3:31])=[CH2:30]>>[CH:29]([O:24][C:21]1[CH:20]=[CH:19][C:18]([O:17][CH2:16][CH2:15][CH2:14][O:13][C:10]2[CH:9]=[CH:8][C:7]([CH2:6][C@H:5]([O:25][CH3:26])[C:4]([OH:3])=[O:27])=[CH:12][CH:11]=2)=[CH:23][CH:22]=1)([CH3:31])[CH3:30]. Procedure details: The title compound was prepared from (2S)-3-{4-[3-(4-hydroxy-phenoxy)-propoxy]-phenyl}-2-methoxy-propionic acid ethyl ester (Example 263, Step B) and 2-bromopropene following the procedure described for Example 264. 1H-NMR (CDCl3, 200.15 MHz): δ 7.14 (d, 2H, J=8.3), 6.86–6.82 (m, 6H), 4.40 (qn, 1H, J=5.9), 4.11 (q, 4H, J=5.9), 3.98 (dd, 1H, J=7.3, 4.6), 3.40 (s, 3H), 3.10 (dd, 1H, J=14.2, 4.3), 3.01–2.90 (dd, 1H, J=14.2, 7.2), 2.22 (qn, 2H, J=5.9), 1.30 (d, 6H, J=6.2).